This data is from the Open Reaction Database (ORD), a public repository of structured organic reaction records. The task is: describe an organic reaction: reactants, conditions, products, and yield The reactants are CC(C)C1=CCC(C)(C)c2cc(O)c(Br)cc21, CCCCI. The product is CCCCOc1cc2c(cc1Br)C(C(C)C)=CCC2(C)C. RXN SMILES: [Br:1][c:2]1[c:3]([OH:17])[cH:4][c:5]2[c:10]([cH:11]1)[C:9]([CH:12]([CH3:13])[CH3:14])=[CH:8][CH2:7][C:6]2([CH3:15])[CH3:16].[I:18][CH2:19][CH2:20][CH2:21][CH3:22]>>[Br:1][c:2]1[c:3]([O:17][CH2:19][CH2:20][CH2:21][CH3:22])[cH:4][c:5]2[c:10]([cH:11]1)[C:9]([CH:12]([CH3:13])[CH3:14])=[CH:8][CH2:7][C:6]2([CH3:15])[CH3:16]. Starting materials: C1(=CC=CC=C1)P(C1=CC=CC=C1)C1=CC=CC=C1 (triphenylphosphine), N(=NC(=O)OCC)C(=O)OCC (diethyl azodicarboxylate), C1(=CC=CC=C1)P(=O)(C1=CC=CC=C1)N=[N+]=[N-] (diphenylphosphoryl azide), ClC1=CC=C(C=C1)C(C(C)O)C\C=C\C1=CC2=CC=CC=C2C=C1 ((2RS,3SR,5E)-3-(4-chlorophenyl)-6-(2-naphthyl)-5-hexen-2-ol). Run in O1CCCC1 (tetrahydrofuran). Product: ClC1=CC=C(C=C1)C(C(C)N)C\C=C\C1=CC2=CC=CC=C2C=C1 ((1RS,2RS,4E)-2-(4-chlorophenyl)-1-methyl-5-(2-naphthyl)-4-pentenylamine). RXN SMILES: [Cl:1][C:2]1[CH:7]=[CH:6][C:5]([CH:8]([CH2:12]/[CH:13]=[CH:14]/[C:15]2[CH:24]=[CH:23][C:22]3[C:17](=[CH:18][CH:19]=[CH:20][CH:21]=3)[CH:16]=2)[CH:9](O)[CH3:10])=[CH:4][CH:3]=1.C1(P(C2C=CC=CC=2)C2C=CC=CC=2)C=CC=CC=1.[N:44](C(OCC)=O)=NC(OCC)=O.C1(P(N=[N+]=[N-])(C2C=CC=CC=2)=O)C=CC=CC=1>O1CCCC1>[Cl:1][C:2]1[CH:7]=[CH:6][C:5]([CH:8]([CH2:12]/[CH:13]=[CH:14]/[C:15]2[CH:24]=[CH:23][C:22]3[C:17](=[CH:18][CH:19]=[CH:20][CH:21]=3)[CH:16]=2)[CH:9]([NH2:44])[CH3:10])=[CH:4][CH:3]=1. Reported procedure: 4.06 g of (2RS,3SR,5E)-3-(4-chlorophenyl)-6-(2-naphthyl)-5-hexen-2-ol was dissolved in 30 ml of tetrahydrofuran, and 4.77 g of triphenylphosphine, 2.89 ml of diethyl azodicarboxylate and 4.77 g of diphenylphosphoryl azide were added under cooling with ice with stirring, followed by stirring at room temperature for 30 minutes. The reaction solution was evaporated to dryness under reduced pressure. Then, the residue was purified by silica gel column chromatography (hexane/ethyl acetate=50/1→30/1).... The reactants are C(C)OCC12C3C(C(C=C1)O2)C(=O)OC3=O (1-Ethoxymethyl-7-oxabicyclo[2.2.1]hept-5-ene-2,3-dicarboxylic anhydride), C(C)OCC12C3C(C(C=C1)O2)C(=O)OC3=O (1-ethoxymethyl-7-oxabicyclo[2.2.1]hept-5-ene-2,3-dicarboxylic anhydride), C[O-].[Na+] (sodium methoxide). The solvent is CO (methanol). Run at time 18 hour. The product is [Na+].[Na+].C(C)OCC1=C(C(C(=O)[O-])=CC=C1)C(=O)[O-] (3-(ethoxymethyl)phthalic acid disodium salt). Isolated yield 37.0%. As a reaction SMILES: [CH2:1]([O:3][CH2:4][C:5]12O[CH:8]([CH:9]=[CH:10]1)[CH:7]1[C:12]([O:14][C:15](=[O:16])[CH:6]21)=[O:13])[CH3:2].C[O-:18].[Na+:19]>CO>[Na+:19].[Na+:19].[CH2:1]([O:3][CH2:4][C:5]1[CH:10]=[CH:9][CH:8]=[C:7]([C:12]([O-:18])=[O:13])[C:6]=1[C:15]([O-:14])=[O:16])[CH3:2] |f:1.2,4.5.6|. Reported procedure: The product of Example 1, i.e., 1-ethoxymethyl-7-oxabicyclo[2.2.1]hept-5-ene-2,3-dicarboxylic anhydride (8 mmol) was, without purification, dissolved in methanol (10 ml). To this solution, solid sodium methoxide (0.86 g, 16 mmol) was added at 0° C. The resulting deep orange solution was stirred for 18 h at room temperature, after which the solvent was evaporated in vacuo. After drying for 1 h at 77° C. under reduced pressure, the solid was dissolved in water and heated under reflux for 5 h follo... Reactants: C(C1=CC=CC=C1)[C@H]1CN(CCN1)C1=CC(=C(C=C1)OC)OC1CCC1 ((S)-3-benzyl-1-(3-cyclobutyloxy-4-methoxy-phenyl)-piperazine), C(C)OC(CC1=NN=CN1)=O ((4H-[1,2,4]triazol-3-yl)-acetic acid ethyl ester). Yields the product C(C1=CC=CC=C1)[C@@H]1N(CCN(C1)C1=CC(=C(C=C1)OC)OC1CCC1)C(CC1=NN=CN1)=O ((S)-1-(2-benzyl-4-(3-cyclobutoxy-4-methoxyphenyl)piperazin-1-yl)-2-(4H-1,2,4-triazol-3-yl)ethanone). The yield is 19.0%. Reaction SMILES: [CH2:1]([C@@H:8]1[NH:13][CH2:12][CH2:11][N:10]([C:14]2[CH:19]=[CH:18][C:17]([O:20][CH3:21])=[C:16]([O:22][CH:23]3[CH2:26][CH2:25][CH2:24]3)[CH:15]=2)[CH2:9]1)[C:2]1[CH:7]=[CH:6][CH:5]=[CH:4][CH:3]=1.C([O:29][C:30](=O)[CH2:31][C:32]1[NH:36][CH:35]=[N:34][N:33]=1)C>>[CH2:1]([C@H:8]1[CH2:9][N:10]([C:14]2[CH:19]=[CH:18][C:17]([O:20][CH3:21])=[C:16]([O:22][CH:23]3[CH2:26][CH2:25][CH2:24]3)[CH:15]=2)[CH2:11][CH2:12][N:13]1[C:30](=[O:29])[CH2:31][C:32]1[NH:36][CH:35]=[N:34][N:33]=1)[C:2]1[CH:3]=[CH:4][CH:5]=[CH:6][CH:7]=1. Procedure: Prepared using the same procedure described in Example 275 from (S)-3-benzyl-1-(3-cyclobutyloxy-4-methoxy-phenyl)-piperazine and (4H-[1,2,4]triazol-3-yl)-acetic acid ethyl ester with heating for 15 days to afford the title compound as a yellow solid (75 mg, 19%). LC/MS (Method B) 3.17 min, [M+1]+ 462. Reactants: CO, COC(=O)C=Cc1ccc(Cl)cc1Br, Cl, [Na+], [OH-], O. Yields the product O=C(O)C=Cc1ccc(Cl)cc1Br. As a reaction SMILES: [CH3:19][OH:20].[CH3:1][O:2][C:3]([CH:4]=[CH:5][c:6]1[c:7]([Br:13])[cH:8][c:9]([Cl:12])[cH:10][cH:11]1)=[O:14].[ClH:18].[Na+:16].[OH-:15].[OH2:17]>>[O:2]=[C:3]([CH:4]=[CH:5][c:6]1[c:7]([Br:13])[cH:8][c:9]([Cl:12])[cH:10][cH:11]1)[OH:14].